From a dataset of the Open Reaction Database (ORD), a public repository of structured organic reaction records. describe an organic reaction: reactants, conditions, products, and yield Starting materials: C(O)([O-])=O.[Na+] (sodium hydrogen carbonate), ClC=1C(=NC(=C(N1)Cl)C(C)(C)O)C(=O)N (3,5-dichloro-6-(2-hydroxypropan-2-yl)pyrazine-2-carboxamide), NC=1C=NN(C1)CCO (2-(4-amino-1H-pyrazol-1-yl)ethan-1-ol), C(C)(C)N(CC)C(C)C (diisopropylethylamine). The solvent is O1CCOCC1 (dioxane). Yields the product ClC=1N=C(C(=NC1C(C)(C)O)C(=O)N)NC=1C=NN(C1)CCO (5-chloro-3-{[1-(2-hydroxyethyl)-1H-pyrazol-4-yl]amino}-6-(2-hydroxypropan-2-yl)pyrazine-2-carboxamide). Isolated yield 62.0%. RXN SMILES: Cl[C:2]1[C:3]([C:13]([NH2:15])=[O:14])=[N:4][C:5]([C:9]([OH:12])([CH3:11])[CH3:10])=[C:6]([Cl:8])[N:7]=1.[NH2:16][C:17]1[CH:18]=[N:19][N:20]([CH2:22][CH2:23][OH:24])[CH:21]=1.C(N(C(C)C)CC)(C)C.C(=O)([O-])O.[Na+]>O1CCOCC1>[Cl:8][C:6]1[N:7]=[C:2]([NH:16][C:17]2[CH:18]=[N:19][N:20]([CH2:22][CH2:23][OH:24])[CH:21]=2)[C:3]([C:13]([NH2:15])=[O:14])=[N:4][C:5]=1[C:9]([OH:12])([CH3:11])[CH3:10] |f:3.4|. Procedure details: A mixture of 3,5-dichloro-6-(2-hydroxypropan-2-yl)pyrazine-2-carboxamide (2.0 g), 2-(4-amino-1H-pyrazol-1-yl)ethan-1-ol (1.12 g), diisopropylethylamine (2.79 mL), and dioxane (20 mL) was heated and refluxed for 2 hours. The reactant was cooled, and then a saturated aqueous sodium hydrogen carbonate solution was added thereto, followed by extraction with a mixture of chloroform:methanol (10:1). The organic phase was dried over anhydrous sodium sulfate, and then the solvent was evaporated under re...